Task: describe an organic reaction: reactants, conditions, products, and yield. Dataset: the Open Reaction Database (ORD), a public repository of structured organic reaction records Reactants: C(C)(C)(C)OC(=O)NC1CN(CC1)S(=O)(=O)C=1C=2C(=CN=CC2C=CC1)C=C ((R/S)-3-(tert-Butoxycarbonylamino)-1-(4-vinyl-5-isoquinolinesulfonyl)pyrrolidine). The reagents and catalysts are [Pd] (palladium). The solvent is C(C)O (ethanol). Run at time 72 hour. The product is C(C)(C)(C)OC(=O)NC1CN(CC1)S(=O)(=O)C=1C=2C(=CN=CC2C=CC1)CC ((R/S)-3-(tert-Butoxycarbonylamino)-1-(4-ethyl-5-isoquinolinesulfonyl)pyrrolidine). The yield is 161.7%. Reaction SMILES: [C:1]([O:5][C:6]([NH:8][CH:9]1[CH2:13][CH2:12][N:11]([S:14]([C:17]2[C:18]3[C:19]([CH:27]=[CH2:28])=[CH:20][N:21]=[CH:22][C:23]=3[CH:24]=[CH:25][CH:26]=2)(=[O:16])=[O:15])[CH2:10]1)=[O:7])([CH3:4])([CH3:3])[CH3:2]>C(O)C.[Pd]>[C:1]([O:5][C:6]([NH:8][CH:9]1[CH2:13][CH2:12][N:11]([S:14]([C:17]2[C:18]3[C:19]([CH2:27][CH3:28])=[CH:20][N:21]=[CH:22][C:23]=3[CH:24]=[CH:25][CH:26]=2)(=[O:16])=[O:15])[CH2:10]1)=[O:7])([CH3:4])([CH3:3])[CH3:2]. Reported procedure: A solution of Intermediate 6 (120 mg) obtained in Example 9, Step A in ethanol (2 ml) is added with 10% palladium/activated carbon (90 mg, Wako Pure Chemical Industries), and the mixture is stirred at room temperature for 72 hours under a hydrogen gas atmosphere. The atmosphere is replaced with nitrogen gas, and then the insoluble matters are removed by filtration through Celite. The solvent is evaporated under reduced pressure, and the residue is purified by silica gel chromatography (n-hexane:...